This data is from the Open Reaction Database (ORD), a public repository of structured organic reaction records. The task is: describe an organic reaction: reactants, conditions, products, and yield The solvent is O1CCCC1 (tetrahydrofuran), O1CCCC1 (tetrahydrofuran). As a reaction SMILES: [Cl-].[Ce+3].[Cl-].[Cl-].[I-].[Na+].[Br:7][CH2:8][C:9]([C:11]1[CH:16]=[CH:15][C:14]([O:17][CH3:18])=[CH:13][CH:12]=1)=[O:10].[CH2:19]([N:26]1[CH2:31][CH2:30][C:29](=[O:32])[CH2:28][CH2:27]1)[C:20]1[CH:25]=[CH:24][CH:23]=[CH:22][CH:21]=1.Br.C(O)C>O1CCCC1>[BrH:7].[CH2:19]([N:26]1[CH2:31][CH2:30][C:29]([CH2:8][C:9](=[O:10])[C:11]2[CH:16]=[CH:15][C:14]([O:17][CH3:18])=[CH:13][CH:12]=2)([OH:32])[CH2:28][CH2:27]1)[C:20]1[CH:21]=[CH:22][CH:23]=[CH:24][CH:25]=1 |f:0.1.2.3,4.5,8.9,11.12|. Yields the product Br.C(C1=CC=CC=C1)N1CCC(CC1)(O)CC(C1=CC=C(C=C1)OC)=O (N-benzyl-4-(p-methoxybenzoylmethyl)-4-piperidinol hydrobromide). Reaction conditions: time 2 hour. Reactants: BrCC(=O)C1=CC=C(C=C1)OC (2-bromo-1-(4-methoxyphenyl)-ethanone), C(C1=CC=CC=C1)N1CCC(CC1)=O (N-benzyl-4-piperidone), Br.C(C)O (hydrobromic acid ethanol), [Cl-].[Ce+3].[Cl-].[Cl-] (cerium chloride), [I-].[Na+] (sodium iodide). Yield: 36.3%. Procedure details: Anhydrous cerium chloride (0.99 g, 4.0 mmol) and sodium iodide (1.8 g, 12.0 mmol) are added to 10 ml of anhydrous tetrahydrofuran as a solvent to form a suspension. Dissolving 0.92 g (4.0 mmol) of 2-bromo-1-(4-methoxyphenyl)-ethanone and 0.76 g (4.0 mmol) of N-benzyl-4-piperidone in 10 ml of anhydrous tetrahydrofuran, and the solution is added dropwise to the above suspension and reacting at room temperature for 2 hours. Operating according to the post-treatment procedure in General Method three... The reactants are COC=CC(=O)CC1C(C(C)O[Si](C)(C)C(C)(C)C)C(=O)N1C(O)C(=O)OCc1ccc([N+](=O)[O-])cc1, C1CCOC1, [I-], [Na+], O=S(Cl)Cl, c1ccc(P(c2ccccc2)c2ccccc2)cc1, Cc1cccc(C)n1. Product: COC=CC(=O)CC1C(C(C)O[Si](C)(C)C(C)(C)C)C(=O)N1C(C(=O)OCc1ccc([N+](=O)[O-])cc1)=P(c1ccccc1)(c1ccccc1)c1ccccc1. Reaction SMILES: [C:1]([CH3:2])([CH3:3])([CH3:4])[Si:5]([O:6][CH:7]([CH3:8])[CH:9]1[C:10](=[O:35])[N:11]([CH:20]([C:21](=[O:22])[O:23][CH2:24][c:25]2[cH:26][cH:27][c:28]([N+:31](=[O:32])[O-:33])[cH:29][cH:30]2)[OH:34])[CH:12]1[CH2:13][C:14]([CH:15]=[CH:16][O:17][CH3:18])=[O:19])([CH3:36])[CH3:37].[CH2:71]1[O:72][CH2:73][CH2:74][CH2:75]1.[I-:70].[Na+:69].[S:46]([Cl:47])([Cl:48])=[O:49].[c:50]1([P:56]([c:57]2[cH:58][cH:59][cH:60][cH:61][cH:62]2)[c:63]2[cH:64][cH:65][cH:66][cH:67][cH:68]2)[cH:51][cH:52][cH:53][cH:54][cH:55]1.[n:38]1[c:39]([CH3:40])[cH:41][cH:42][cH:43][c:44]1[CH3:45]>>[C:1]([CH3:2])([CH3:3])([CH3:4])[Si:5]([O:6][CH:7]([CH3:8])[CH:9]1[C:10](=[O:35])[N:11]([C:20]([C:21](=[O:22])[O:23][CH2:24][c:25]2[cH:26][cH:27][c:28]([N+:31](=[O:32])[O-:33])[cH:29][cH:30]2)=[P:56]([c:50]2[cH:51][cH:52][cH:53][cH:54][cH:55]2)([c:57]2[cH:58][cH:59][cH:60][cH:61][cH:62]2)[c:63]2[cH:64][cH:65][cH:66][cH:67][cH:68]2)[CH:12]1[CH2:13][C:14]([CH:15]=[CH:16][O:17][CH3:18])=[O:19])([CH3:36])[CH3:37]. Reactants: FC1=C(OCC(=O)OCC)C=CC(=C1NCC1=C(C(=CC(=C1)C1=CC(=CC=C1)F)C)C)F (ethyl 2-[2,4-difluoro-3-[[5-(3-fluorophenyl)-2,3-dimethyl-phenyl]methylamino]phenoxy]acetate), [OH-].[Na+] (NaOH). Solvent: CCOC(=O)C (EtOAc), C1CCOC1 (THF), CO (MeOH). Conditions: time 3 hour. Product: FC1=C(OCC(=O)O)C=CC(=C1NCC1=C(C(=CC(=C1)C1=CC(=CC=C1)F)C)C)F (2-[2,4-Difluoro-3-[[5-(3-fluorophenyl)-2,3-dimethyl-phenyl]methylamino]phenoxy]acetic acid). Isolated yield 99.9%. RXN SMILES: [F:1][C:2]1[C:14]([NH:15][CH2:16][C:17]2[CH:22]=[C:21]([C:23]3[CH:28]=[CH:27][CH:26]=[C:25]([F:29])[CH:24]=3)[CH:20]=[C:19]([CH3:30])[C:18]=2[CH3:31])=[C:13]([F:32])[CH:12]=[CH:11][C:3]=1[O:4][CH2:5][C:6]([O:8]CC)=[O:7].[OH-].[Na+]>C1COCC1.CO.CCOC(C)=O>[F:1][C:2]1[C:14]([NH:15][CH2:16][C:17]2[CH:22]=[C:21]([C:23]3[CH:28]=[CH:27][CH:26]=[C:25]([F:29])[CH:24]=3)[CH:20]=[C:19]([CH3:30])[C:18]=2[CH3:31])=[C:13]([F:32])[CH:12]=[CH:11][C:3]=1[O:4][CH2:5][C:6]([OH:8])=[O:7] |f:1.2|. Procedure details: To a stirred solution of ethyl 2-[2,4-difluoro-3-[[5-(3-fluorophenyl)-2,3-dimethyl-phenyl]methylamino]phenoxy]acetate (120 mg, 0.27 mmol, 1.0 eq.) in a mixture of THF (5 mL) and MeOH (5 mL) at room temperature was added NaOH (2M aqueous solution, 5 mL, 10 mmol). The reaction was stirred at room temperature for 3 h. The reaction was then diluted with EtOAc and the aqueous layer was extracted with EtOAc. The combined organic extracts were washed with water and brine, dried (Na2SO4) filtered and ev... The reactants are OC=1C2=C(SC1C(=O)OC)C=CC(=C2)OC (methyl 3-hydroxy-5-methoxybenzo[b]thiophene-2-carboxylate), CC(C)([O-])C.[K+] (potassium t-butoxide), Cl (HCl), ClC(C#N)C (2-chloropropionitrile). Solvent: CS(=O)C (DMSO), C(C)(=O)OCC (ethyl acetate). Reaction conditions: time 1.5 hour. Yields the product COC(=O)C1=C(C2=C(S1)C=CC(=C2)OC)OC(C)C#N (3-(1-Cyanoethoxy)-5-methoxy-benzo[b]thiophene-2-carboxylic acid methyl ester). As a reaction SMILES: [OH:1][C:2]1[C:3]2[CH:14]=[C:13]([O:15][CH3:16])[CH:12]=[CH:11][C:4]=2[S:5][C:6]=1[C:7]([O:9][CH3:10])=[O:8].CC(C)([O-])C.[K+].Cl[CH:24]([CH3:27])[C:25]#[N:26].Cl>CS(C)=O.C(OCC)(=O)C>[CH3:10][O:9][C:7]([C:6]1[S:5][C:4]2[CH:11]=[CH:12][C:13]([O:15][CH3:16])=[CH:14][C:3]=2[C:2]=1[O:1][CH:24]([C:25]#[N:26])[CH3:27])=[O:8] |f:1.2|. Procedure details: To a room temperature solution of methyl 3-hydroxy-5-methoxybenzo[b]thiophene-2-carboxylate (1.00 g, 4.2 mmol) [Connor, et al., J. Med. Chem. 35:958 (1992)] in 20 mL of DMSO is added potassium t-butoxide (494 mg, 4.41 mmol) followed by 2-chloropropionitrile (1.1 mL, 12.6 mmol). The mixture is stirred at room temperature for 1.5 hours then warmed to 82° C. for 3 hours. The reaction mixture is poured into ethyl acetate and 1N HCl. The organic layer is washed with 1N HCl, followed by several portio... Yields the product CN(CCOc1ccc(CON=C(CCC(=O)O)c2ccccc2)cc1)c1ncccn1. The reactants are COC(=O)CCC(=NOCc1ccc(OCCN(C)c2ncccn2)cc1)c1ccccc1, Cl, [Na+], C1CCOC1, [OH-]. As a reaction SMILES: [CH3:3][N:4]([CH2:5][CH2:6][O:7][c:8]1[cH:9][cH:10][c:11]([CH2:12][O:13][N:14]=[C:15]([CH2:16][CH2:17][C:18](=[O:19])[O:20][CH3:21])[c:22]2[cH:23][cH:24][cH:25][cH:26][cH:27]2)[cH:28][cH:29]1)[c:30]1[n:31][cH:32][cH:33][cH:34][n:35]1.[ClH:36].[Na+:2].[O:37]1[CH2:38][CH2:39][CH2:40][CH2:41]1.[OH-:1]>>[CH3:3][N:4]([CH2:5][CH2:6][O:7][c:8]1[cH:9][cH:10][c:11]([CH2:12][O:13][N:14]=[C:15]([CH2:16][CH2:17][C:18](=[O:19])[OH:20])[c:22]2[cH:23][cH:24][cH:25][cH:26][cH:27]2)[cH:28][cH:29]1)[c:30]1[n:31][cH:32][cH:33][cH:34][n:35]1.